The task is: describe an organic reaction: reactants, conditions, products, and yield. This data is from the Open Reaction Database (ORD), a public repository of structured organic reaction records. Starting materials: [BH4-], Nc1nc2c(s1)CC(C(=O)N1CCN(c3ccccn3)CC1)CC2, [Na+], C1CCOC1. Yields the product Nc1nc2c(s1)CC(CN1CCN(c3ccccn3)CC1)CC2. RXN SMILES: [BH4-:25].[NH2:1][c:2]1[s:3][c:4]2[c:5]([n:6]1)[CH2:7][CH2:8][CH:9]([C:11](=[O:12])[N:13]1[CH2:14][CH2:15][N:16]([c:19]3[n:20][cH:21][cH:22][cH:23][cH:24]3)[CH2:17][CH2:18]1)[CH2:10]2.[Na+:26].[O:27]1[CH2:28][CH2:29][CH2:30][CH2:31]1>>[NH2:1][c:2]1[s:3][c:4]2[c:5]([n:6]1)[CH2:7][CH2:8][CH:9]([CH2:11][N:13]1[CH2:14][CH2:15][N:16]([c:19]3[n:20][cH:21][cH:22][cH:23][cH:24]3)[CH2:17][CH2:18]1)[CH2:10]2. Isolated yield 113.0%. The product is OCC(CC1=CC=CC=C1)NC(C(CC1=CNC2=CC=CC=C12)(NC(CC12CC3CC(CC(C1)C3)C2)=O)C)=O (N-[1-(hydroxymethyl)-2-phenylethyl]-α-methyl-α-[[tricyclo[3.3.1.13,7 ]dec-1-ylacetyl)-amino]-1H-indole-3-propanamide). As a reaction SMILES: [CH3:1][C@:2]([C:14]([NH:16][C@H:17]([CH2:25][OH:26])[CH2:18][C:19]1[CH:24]=[CH:23][CH:22]=[CH:21][CH:20]=1)=[O:15])([CH2:4][C:5]1[C:13]2[C:8](=[CH:9][CH:10]=[CH:11][CH:12]=2)[NH:7][CH:6]=1)[NH2:3].[C:27]12([CH2:37][C:38](Cl)=[O:39])[CH2:36][CH:31]3[CH2:32][CH:33]([CH2:35][CH:29]([CH2:30]3)[CH2:28]1)[CH2:34]2>C1COCC1>[OH:26][CH2:25][CH:17]([NH:16][C:14](=[O:15])[C:2]([CH3:1])([NH:3][C:38](=[O:39])[CH2:37][C:27]12[CH2:36][CH:31]3[CH2:30][CH:29]([CH2:35][CH:33]([CH2:32]3)[CH2:34]1)[CH2:28]2)[CH2:4][C:5]1[C:13]2[C:8](=[CH:9][CH:10]=[CH:11][CH:12]=2)[NH:7][CH:6]=1)[CH2:18][C:19]1[CH:24]=[CH:23][CH:22]=[CH:21][CH:20]=1. Starting materials: C[C@@](N)(CC1=CNC2=CC=CC=C12)C(=O)N[C@@H](CC1=CC=CC=C1)CO (α-methyl-D-tryptophyl-L-phenylalaninol), 4-N,N-dimethylaminopyridine, C12(CC3CC(CC(C1)C3)C2)CC(=O)Cl (1-adamantylacetyl chloride). Reported procedure: A solution of α-methyl-D-tryptophyl-L-phenylalaninol (1 g, 2.85 mmol) and 4-N,N-dimethylaminopyridine (0.35 g, 2.87 mmol ) in dry THF (50 mL ) at 0° C. was treated dropwise, with stirring, with a solution of 1-adamantylacetyl chloride (0.605 g, 2.85 mmol). A precipitate formed immediately. The reaction mixture was left until all starting materials were consumed as assayed by TLC and IR spectroscopy. The final TLC showed three spots (10% MeOH:90% CH2Cl2). The reaction mixture was washed with 1M c... Solvent: C1CCOC1 (THF). The reactants are C(C1=CC=CC=C1)OC(=O)C1(CCN(CC1)CC1=CC=C(C=C1)C1=NOC(=N1)C1=CC(=C(C=C1)C1=CC=CC=C1)F)C(=O)O (1-{4-[5-(2-fluorobiphenyl-4-yl)-[1,2,4]oxadiazol-3-yl]benzyl}piperidine-4,4-dicarboxylic acid benzyl ester), C(C(=O)Cl)(=O)Cl (oxalyl chloride). The reagents and catalysts are CN(C=O)C (N,N-dimethyl formamide). Solvent: ClCCl (dichloromethane). Run at time 1.5 hour. Yields the product C(C1=CC=CC=C1)OC(=O)C1(CCN(CC1)CC1=CC=C(C=C1)C1=NOC(=N1)C1=CC(=C(C=C1)C1=CC=CC=C1)F)C(=O)Cl (4-chlorocarbonyl-1-{4-[5-(2-fluorobiphenyl-4-yl)-[1,2,4]oxadiazol-3-yl]benzyl}piperidine-4-carboxylic acid benzyl ester). RXN SMILES: [CH2:1]([O:8][C:9]([C:11]1([C:42]([OH:44])=O)[CH2:16][CH2:15][N:14]([CH2:17][C:18]2[CH:23]=[CH:22][C:21]([C:24]3[N:28]=[C:27]([C:29]4[CH:34]=[CH:33][C:32]([C:35]5[CH:40]=[CH:39][CH:38]=[CH:37][CH:36]=5)=[C:31]([F:41])[CH:30]=4)[O:26][N:25]=3)=[CH:20][CH:19]=2)[CH2:13][CH2:12]1)=[O:10])[C:2]1[CH:7]=[CH:6][CH:5]=[CH:4][CH:3]=1.C(Cl)(=O)C([Cl:48])=O>ClCCl.CN(C)C=O>[CH2:1]([O:8][C:9]([C:11]1([C:42]([Cl:48])=[O:44])[CH2:16][CH2:15][N:14]([CH2:17][C:18]2[CH:23]=[CH:22][C:21]([C:24]3[N:28]=[C:27]([C:29]4[CH:34]=[CH:33][C:32]([C:35]5[CH:40]=[CH:39][CH:38]=[CH:37][CH:36]=5)=[C:31]([F:41])[CH:30]=4)[O:26][N:25]=3)=[CH:20][CH:19]=2)[CH2:13][CH2:12]1)=[O:10])[C:2]1[CH:7]=[CH:6][CH:5]=[CH:4][CH:3]=1. Reported procedure: To a stirred solution of 1-{4-[5-(2-fluorobiphenyl-4-yl)-[1,2,4]oxadiazol-3-yl]benzyl}piperidine-4,4-dicarboxylic acid benzyl ester (0.8 g, 0.0014 mol) in dichloromethane (20 mL), oxalyl chloride (0.343 g, 0.0027 mol) is added slowly at 0-50 C. A few drops of N,N-dimethyl formamide is added into it. The reaction mixture is stirred at room temperature for 1.5 hrs. It is then concentrated under reduced pressure to get 4-chlorocarbonyl-1-{4-[5-(2-fluorobiphenyl-4-yl)-[1,2,4]oxadiazol-3-yl]benzyl}pi... The reactants are O=C1N(C(C2=CC=CC=C12)=O)CC(C(=O)OC)C1=CC=C(C=C1)O[Si](C(C)C)(C(C)C)C(C)C (methyl 3-(1,3-dioxoisoindolin-2-yl)-2-(4-(triisopropylsilyloxy)phenyl)propanoate), O[Li].O (LiOH.H2O), EtOAc NH4Cl(sat). Run in C1CCOC1.O (THF H2O). Reaction conditions: time 1.5 hour. Product: C(=O)(O)C(CNC(=O)C1=C(C(=O)O)C=CC=C1)C1=CC=C(C=C1)O[Si](C(C)C)(C(C)C)C(C)C (2-(2-carboxy-2-(4-(triisopropylsilyloxy)phenyl)ethylcarbamoyl)benzoic acid). Reaction SMILES: [O:1]=[C:2]1[C:10]2[C:5](=[CH:6][CH:7]=[CH:8][CH:9]=2)[C:4](=[O:11])[N:3]1[CH2:12][CH:13]([C:18]1[CH:23]=[CH:22][C:21]([O:24][Si:25]([CH:32]([CH3:34])[CH3:33])([CH:29]([CH3:31])[CH3:30])[CH:26]([CH3:28])[CH3:27])=[CH:20][CH:19]=1)[C:14]([O:16]C)=[O:15].[OH:35][Li].O>C1COCC1.O>[C:14]([CH:13]([C:18]1[CH:23]=[CH:22][C:21]([O:24][Si:25]([CH:29]([CH3:30])[CH3:31])([CH:32]([CH3:33])[CH3:34])[CH:26]([CH3:27])[CH3:28])=[CH:20][CH:19]=1)[CH2:12][NH:3][C:2]([C:10]1[CH:9]=[CH:8][CH:7]=[CH:6][C:5]=1[C:4]([OH:35])=[O:11])=[O:1])([OH:16])=[O:15] |f:1.2,3.4|. Reported procedure: To methyl 3-(1,3-dioxoisoindolin-2-yl)-2-(4-(triisopropylsilyloxy)phenyl)propanoate (E3) in THF/H2O was added LiOH.H2O, and the solution was stirred for 1.5 h or until conversion to product was visible by LC-MS. The solution was then poured into EtOAc/NH4Cl(sat)/1 N HCl (3:1), and the aqueous layer was further extracted with EtOAc. The organics were dried (Na2SO4), filtered, evaporated, and dried to give crude 2-(2-carboxy-2-(4-(triisopropylsilyloxy)phenyl)ethylcarbamoyl)benzoic acid (E4). The reactants are CN1C(C2(C3=CC(=CC=C13)[N+](=O)[O-])CC2)=O (1′-Methyl-5′-nitro-spiro[cyclopropane-1,3′-indoline]-2′-one), O.O.Cl[Sn]Cl (SnCl2.2H2O). Solvent: CCOC(=O)C (EtOAc). The product is NC=1C=C2C3(C(N(C2=CC1)C)=O)CC3 (5′-Amino-1′-methyl-spiro[cyclopropane-1,3′-indoline]-2′-one). Isolated yield 85.0%. Reaction SMILES: [CH3:1][N:2]1[C:10]2[C:5](=[CH:6][C:7]([N+:11]([O-])=O)=[CH:8][CH:9]=2)[C:4]2([CH2:15][CH2:14]2)[C:3]1=[O:16].O.O.Cl[Sn]Cl>CCOC(C)=O>[NH2:11][C:7]1[CH:6]=[C:5]2[C:10](=[CH:9][CH:8]=1)[N:2]([CH3:1])[C:3](=[O:16])[C:4]12[CH2:14][CH2:15]1 |f:1.2.3|. Procedure: 1′-Methyl-5′-nitro-spiro[cyclopropane-1,3′-indoline]-2′-one (3 g) is dissolved in EtOAc (105 ml) and SnCl2.2H2O (9 g; 46.5 mmol) is added. The reaction mixture is refluxed overnight, cooled and filtered over Al2O3. After an aqueous work-up of the filtrate the compound (2.2 g) is obtained. Reaction conditions: temperature 60 celsius, time 8 hour. The solvent is C(C)(C)O (isopropanol). As a reaction SMILES: Cl[C:2]1[N:3]=[CH:4][C:5]2[CH2:11][N:10]([C:12]([C:14]3[CH:15]=[N:16][CH:17]=[CH:18][CH:19]=3)=[O:13])[CH2:9][CH2:8][C:6]=2[N:7]=1.[CH3:20][O:21][C:22]1[CH:23]=[C:24]([CH:26]=[CH:27][C:28]=1[O:29][CH3:30])[NH2:25].CCOC(C)=O>C(O)(C)C>[CH3:20][O:21][C:22]1[CH:23]=[C:24]([NH:25][C:2]2[N:3]=[CH:4][C:5]3[CH2:11][N:10]([C:12]([C:14]4[CH:15]=[N:16][CH:17]=[CH:18][CH:19]=4)=[O:13])[CH2:9][CH2:8][C:6]=3[N:7]=2)[CH:26]=[CH:27][C:28]=1[O:29][CH3:30]. The product is COC=1C=C(C=CC1OC)NC=1N=CC2=C(N1)CCN(C2)C(=O)C=2C=NC=CC2 (N-(3,4-dimethoxyphenyl)-6-(pyridin-3-ylcarbonyl)-5,6,7,8-tetrahydropyrido[4,3-d]pyrimidin-2-amine). Reported procedure: A solution of (2-chloro-7,8-dihydropyrido[4,3-d]pyrimidin-6(5H)-yl)(pyridin-3-yl)methanone, Intermediate 5 (0.025 g, 0.091 mmol) in isopropanol (0.1 mL) was treated with 3,4-dimethoxyaniline (0.015 g, 0.100 mmol). The resulting mixture was heated to 60° C. and allowed to stir overnight. After being allowed to cool to room temperature, EtOAc (10 mL) was added to the reaction mixture, and the resulting solution was then washed twice with brine (10 mL). The combined aqueous layers were washed once ... Isolated yield 53.0%. Starting materials: CCOC(=O)C (EtOAc), ClC=1N=CC2=C(N1)CCN(C2)C(=O)C=2C=NC=CC2 ((2-chloro-7,8-dihydropyrido[4,3-d]pyrimidin-6(5H)-yl)(pyridin-3-yl)methanone), Intermediate 5, COC=1C=C(N)C=CC1OC (3,4-dimethoxyaniline). Starting materials: C(C1=CC=CC=C1)N(C)CC1=NOC(=N1)CC#N (3-(N-benzyl-N-methylamino)methyl-5-cyanomethyl-1,2,4-oxadiazole), [N+](=O)([O-])C=1C=C(C=C(C(=O)OC)C(=O)C)C=CC1 (methyl 2-(3-nitrobenzylidene)acetoacetate), N1CCCCC1 (piperidine). The solvent is C(C)O (ethanol). Product: etherial hydrogen chloride, NC=1OC(=C(C(C1C1=NC(=NO1)CN(C)CC1=CC=CC=C1)C1=CC(=CC=C1)[N+](=O)[O-])C(=O)OC)C (methyl 2-amino-3-[3-(N-benzyl-N-methylamino)methyl-1,2,4-oxadiazol-5-yl]-6-methyl-4-(3-nitrophenyl)-4H-pyran-5-carboxylate). Isolated yield 33.4%. Reaction SMILES: [CH2:1]([N:8]([CH2:10][C:11]1[N:15]=[C:14]([CH2:16][C:17]#[N:18])[O:13][N:12]=1)[CH3:9])[C:2]1[CH:7]=[CH:6][CH:5]=[CH:4][CH:3]=1.[N+:19]([C:22]1[CH:23]=[C:24]([CH:34]=[CH:35][CH:36]=1)[CH:25]=[C:26]([C:31]([CH3:33])=[O:32])[C:27]([O:29][CH3:30])=[O:28])([O-:21])=[O:20].N1CCCCC1>C(O)C>[NH2:18][C:17]1[O:32][C:31]([CH3:33])=[C:26]([C:27]([O:29][CH3:30])=[O:28])[CH:25]([C:24]2[CH:34]=[CH:35][CH:36]=[C:22]([N+:19]([O-:21])=[O:20])[CH:23]=2)[C:16]=1[C:14]1[O:13][N:12]=[C:11]([CH2:10][N:8]([CH2:1][C:2]2[CH:7]=[CH:6][CH:5]=[CH:4][CH:3]=2)[CH3:9])[N:15]=1. Procedure details: To a stirred mixture of 1.21 g of 3-(N-benzyl-N-methylamino)methyl-5-cyanomethyl-1,2,4-oxadiazole prepared in Example 95 and 1.25 g of methyl 2-(3-nitrobenzylidene)acetoacetate in 10 ml of ethanol was added 0.1 ml of piperidine. The reaction mixture was heated under reflux for 3 hours and then concentrated in vacuo. The residue was triturated with 10 ml of ethyl acetate and the insoluble crystals were collected by filtration. Treatment of a solution of this base in chloroform with etherial hydro...